From a dataset of the Open Reaction Database (ORD), a public repository of structured organic reaction records. describe an organic reaction: reactants, conditions, products, and yield The reactants are 2-carbalkoxy, C(C)(=O)O (acetic acid), C(=O)(OCC)CCCCC1C(CCC1)=O (2-(4-carbethoxybutyl)cyclopentan-1-one), Cl (hydrochloric acid). Solvent: O (water). Conditions: time 0.5 hour. The product is C(=O)(O)CCCCC1C(CCC1)=O (2-(4-carboxybutyl)cyclopentan-1-one). RXN SMILES: [C:1]([CH2:6][CH2:7][CH2:8][CH2:9][CH:10]1[CH2:14][CH2:13][CH2:12][C:11]1=[O:15])([O:3]CC)=[O:2].Cl.C(O)(=O)C>O>[C:1]([CH2:6][CH2:7][CH2:8][CH2:9][CH:10]1[CH2:14][CH2:13][CH2:12][C:11]1=[O:15])([OH:3])=[O:2]. Reported procedure: A stirred mixture of 274 g. of 2-carbalkoxy(mixed methyl and ethyl esters)-2-(4-carbethoxybutyl)cyclopentan-1-one (Example 1), 600 ml. of 20% hydrochloric acid and 325 ml. of acetic acid is heated at reflux for 20 hours. Solution occurs in approximately 1/2 hour. The solution is cooled and diluted with water and extracted with ether. The combined extracts are washed with saline and dried over magnesium sulfate and evaporated. The residue is evaporated twice with toluene to give 144 g. of an oil. Starting materials: C=O (formaldehyde), C(#N)[BH3-].[Na+] (sodium cyanoborohydride), NC1=CC(=C(CN2C(=NC=3C2=NC(=CC3)C(=O)OC)C)C=C1)Cl (Methyl 3-(4-amino-2-chlorobenzyl)-2-methyl-3H-imidazo[4,5-b]pyridine-5-carboxylate), C=O (formaldehyde), C(#N)[BH3-].[Na+] (sodium cyanoborohydride), C(C)(=O)O (acetic acid). Run in C(C)#N (acetonitrile). Reaction conditions: time 1 hour. Product: ClC1=C(CN2C(=NC=3C2=NC(=CC3)C(=O)OC)C)C=CC(=C1)N(C)C (Methyl 3-(2-chloro-4-(N,N-dimethylamino)benzyl)-2-methyl-3H-imidazo[4,5-b]pyridine-5-carboxylate). RXN SMILES: N[C:2]1[CH:22]=[CH:21][C:5]([CH2:6][N:7]2[C:11]3=[N:12][C:13]([C:16]([O:18][CH3:19])=[O:17])=[CH:14][CH:15]=[C:10]3[N:9]=[C:8]2[CH3:20])=[C:4]([Cl:23])[CH:3]=1.C=O.[C:26]([BH3-])#[N:27].[Na+].[C:30](O)(=O)C>C(#N)C>[Cl:23][C:4]1[CH:3]=[C:2]([N:27]([CH3:26])[CH3:30])[CH:22]=[CH:21][C:5]=1[CH2:6][N:7]1[C:11]2=[N:12][C:13]([C:16]([O:18][CH3:19])=[O:17])=[CH:14][CH:15]=[C:10]2[N:9]=[C:8]1[CH3:20] |f:2.3|. Procedure: Methyl 3-(4-amino-2-chlorobenzyl)-2-methyl-3H-imidazo[4,5-b]pyridine-5-carboxylate (100 mg) was dissolved in acetonitrile (1 ml), and a 37% aqueous formaldehyde solution (0.123 ml) and sodium cyanoborohydride (29 mg) were added, and the mixture was stirred at room temperature for 1 hr. Then, a 37% aqueous formaldehyde solution (0.123 ml) and sodium cyanoborohydride (29 mg) were added, and acetic acid was added to neutralize the reaction mixture, which was followed by stirring at room temperature... The reactants are C(C)(C)(C)C1=C(C(=CC(=C1)S)C(C)(C)C)O (2,6-di-tert-butyl-4-mercaptophenol), C(C)C(C=O)CCCC (2-ethylhexanal), CO (methyl alcohol). Product: C(C)(C)(C)C=1C=C(C=C(C1O)C(C)(C)C)SC(C(CCCC)CC)SC1=CC(=C(C(=C1)C(C)(C)C)O)C(C)(C)C (1,1-Bis(3,5-di-tert-butyl-4-hydroxyphenylthio)-2-ethylhexane). As a reaction SMILES: [C:1]([C:5]1[CH:10]=[C:9]([SH:11])[CH:8]=[C:7]([C:12]([CH3:15])([CH3:14])[CH3:13])[C:6]=1[OH:16])([CH3:4])([CH3:3])[CH3:2].[CH2:17]([CH:19]([CH2:22][CH2:23][CH2:24][CH3:25])[CH:20]=O)[CH3:18].[CH3:26][OH:27]>>[C:1]([C:5]1[CH:10]=[C:9]([S:11][CH:20]([S:11][C:9]2[CH:8]=[C:7]([C:12]([CH3:15])([CH3:14])[CH3:13])[C:6]([OH:16])=[C:5]([C:1]([CH3:4])([CH3:3])[CH3:2])[CH:10]=2)[CH:19]([CH2:17][CH3:18])[CH2:22][CH2:23][CH2:24][CH3:25])[CH:8]=[C:7]([C:12]([CH3:15])([CH3:14])[CH3:13])[C:26]=1[OH:27])([CH3:4])([CH3:3])[CH3:2]. Procedure: The procedure of Example 1 is repeated using 23.84 grams of 2,6-di-tert-butyl-4-mercaptophenol, 6.41 grams of 2-ethylhexanal, and 150 ml of methyl alcohol. The product is purified by dry-column chromatography to give 10.29 grams of a clear syrup. The reactants are C(C1=CC=CC=C1)OC(C(C1=CC=C(C=C1)\C=C\S(=O)(=O)C)NC(=O)OC(C)(C)C)=O (tert-butoxycarbonylamino-[4-((E)-2-methanesulfonyl-vinyl)-phenyl]-acetic acid benzyl ester). Solvent: CO.C(C)(=O)OCC (methanol ethyl acetate). Run at time 3 hour. The product is C(C)(C)(C)OC(=O)NC(C(=O)O)C1=CC=C(C=C1)CCS(=O)(=O)C (tert-butoxycarbonylamino-[4-(2-methanesulfonyl-ethyl)-phenyl]-acetic acid). Yield: 89.5%. RXN SMILES: C([O:8][C:9](=[O:31])[CH:10]([NH:23][C:24]([O:26][C:27]([CH3:30])([CH3:29])[CH3:28])=[O:25])[C:11]1[CH:16]=[CH:15][C:14](/[CH:17]=[CH:18]/[S:19]([CH3:22])(=[O:21])=[O:20])=[CH:13][CH:12]=1)C1C=CC=CC=1>CO.C(OCC)(=O)C>[C:27]([O:26][C:24]([NH:23][CH:10]([C:11]1[CH:12]=[CH:13][C:14]([CH2:17][CH2:18][S:19]([CH3:22])(=[O:21])=[O:20])=[CH:15][CH:16]=1)[C:9]([OH:31])=[O:8])=[O:25])([CH3:29])([CH3:30])[CH3:28] |f:1.2|. Reported procedure: A hydrogenation vessel containing tert-butoxycarbonylamino-[4-((E)-2-methanesulfonyl-vinyl)-phenyl]-acetic acid benzyl ester (1.1 g, 2.5 mmol) in methanol/ethyl acetate (3:1, 50 ml) was purged with nitrogen and 10% palladium on carbon (200 mg) added. The atmosphere above the organic solution was exchanged for hydrogen and the reaction mixture stirred vigorously for 3 hours at ambient temperature. The reaction mixture was filtered through a pad of Celite and concentrated in vacuo to give tert-but... The reactants are OC1(CCNCC1)C1=CC=CC=C1 (4-hydroxy-4-phenylpiperidine), C(C=C)#N (acrylonitrile). The solvent is CCO (EtOH). Run at time 1.5 hour. The product is OC1(CCN(CC1)CCC#N)C1=CC=CC=C1 (3-(4-Hydroxy-4-phenylpiperidin-1-yl)propionitrile). The yield is 92.1%. As a reaction SMILES: [OH:1][C:2]1([C:8]2[CH:13]=[CH:12][CH:11]=[CH:10][CH:9]=2)[CH2:7][CH2:6][NH:5][CH2:4][CH2:3]1.[C:14](#[N:17])[CH:15]=[CH2:16]>CCO>[OH:1][C:2]1([C:8]2[CH:13]=[CH:12][CH:11]=[CH:10][CH:9]=2)[CH2:7][CH2:6][N:5]([CH2:16][CH2:15][C:14]#[N:17])[CH2:4][CH2:3]1. Reported procedure: To a solution of 4-hydroxy-4-phenylpiperidine (3.11 g, 17.5 mmol, 1.00 equiv) in EtOH (30 mL) was added acrylonitrile (2.89 mL, 43.8 mmol, 2.50 equiv) dropwise at 0° C. The mixture was stirred at room temperature for 1.5 hours and then concentrated to afford 3.71 g (92%) of white solid, which was characterized spectroscopically. The reactants are C, CCO, COc1ccc2c(c1)C(=O)C(=Cc1ccccc1)C2, [H][H], [Pd]. The product is COc1ccc2c(c1)C(=O)C(Cc1ccccc1)C2. Reaction SMILES: [C:25].[CH3:22][CH2:23][OH:24].[CH:1]([c:2]1[cH:3][cH:4][cH:5][cH:6][cH:7]1)=[C:8]1[C:9](=[O:19])[c:10]2[cH:11][c:12]([O:17][CH3:18])[cH:13][cH:14][c:15]2[CH2:16]1.[H:20][H:21].[Pd:26]>>[CH2:1]([c:2]1[cH:3][cH:4][cH:5][cH:6][cH:7]1)[CH:8]1[C:9](=[O:19])[c:10]2[cH:11][c:12]([O:17][CH3:18])[cH:13][cH:14][c:15]2[CH2:16]1. Starting materials: NC1=CC(=NN1C=1C=CC(NC1)=O)C(C)(C)C (5-(5-amino-3-tert-butyl-1H-pyrazol-1-yl)pyridin-2(1H)-one), ClC(=O)OC1=CC=CC=C1 (phenyl chloroformate). Yields the product C(C)(C)(C)C1=NN(C(=C1)NC(OC1=CC=CC=C1)=O)C1=CNC(C=C1)=O (phenyl 3-tert-butyl-1-(6-oxo-1,6-dihydropyridin-3-yl)-1H-pyrazol-5-ylcarbamate). Yield: 12.1%. Reaction SMILES: [NH2:1][C:2]1[N:6]([C:7]2[CH:8]=[CH:9][C:10](=[O:13])[NH:11][CH:12]=2)[N:5]=[C:4]([C:14]([CH3:17])([CH3:16])[CH3:15])[CH:3]=1.Cl[C:19]([O:21][C:22]1[CH:27]=[CH:26][CH:25]=[CH:24][CH:23]=1)=[O:20]>>[C:14]([C:4]1[CH:3]=[C:2]([NH:1][C:19](=[O:20])[O:21][C:22]2[CH:27]=[CH:26][CH:25]=[CH:24][CH:23]=2)[N:6]([C:7]2[CH:8]=[CH:9][C:10](=[O:13])[NH:11][CH:12]=2)[N:5]=1)([CH3:17])([CH3:16])[CH3:15]. Procedure details: Following the procedure in Example 118A, 5-(5-amino-3-tert-butyl-1H-pyrazol-1-yl)pyridin-2(1H)-one (46 mg, 0.19 mmol) was treated with phenyl chloroformate (0.10 mL, 0.79 mmol) to afford phenyl 3-tert-butyl-1-(6-oxo-1,6-dihydropyridin-3-yl)-1H-pyrazol-5-ylcarbamate (8 mg, 0.023 mmol, 12%). 1H NMR (300 MHz, MeOD) δ 7.68 (d, 2H), 7.38 (t, 2H), 7.23 (t, 1H), 7.09 (br s, 2H), 6.63 (d, 1H), 6.34 (s, 1H), 1.30 (s, 9H); LC-MS (ESI) m/z 353 (M+H)+. The reactants are CC(C)O, Cl, CNC(=O)c1cccc(F)c1Nc1nc(Cl)ncc1Cl, CN1C(=O)OCCc2cc(N)ccc21, C1COCCO1. Product: CNC(=O)c1cccc(F)c1Nc1nc(Nc2ccc3c(c2)CCOC(=O)N3C)ncc1Cl. RXN SMILES: [CH:42]([OH:43])([CH3:44])[CH3:45].[ClH:35].[F:15][c:16]1[c:17]([NH:26][c:27]2[n:28][c:29]([Cl:34])[n:30][cH:31][c:32]2[Cl:33])[c:18]([C:19](=[O:20])[NH:21][CH3:22])[cH:23][cH:24][cH:25]1.[NH2:1][c:2]1[cH:3][cH:4][c:5]2[c:6]([cH:14]1)[CH2:7][CH2:8][O:9][C:10](=[O:13])[N:11]2[CH3:12].[O:36]1[CH2:37][CH2:38][O:39][CH2:40][CH2:41]1>>[NH:1]([c:2]1[cH:3][cH:4][c:5]2[c:6]([cH:14]1)[CH2:7][CH2:8][O:9][C:10](=[O:13])[N:11]2[CH3:12])[c:29]1[n:28][c:27]([NH:26][c:17]2[c:16]([F:15])[cH:25][cH:24][cH:23][c:18]2[C:19](=[O:20])[NH:21][CH3:22])[c:32]([Cl:33])[cH:31][n:30]1.